Dataset: the Open Reaction Database (ORD), a public repository of structured organic reaction records. Task: describe an organic reaction: reactants, conditions, products, and yield The reactants are COC(=O)C(CC(C)C)Nc1ncc(Br)cn1, CO, Cl, [Li+], [OH-]. Product: CC(C)CC(Nc1ncc(Br)cn1)C(=O)O. As a reaction SMILES: [Br:1][c:2]1[cH:3][n:4][c:5]([NH:8][CH:9]([C:10](=[O:11])[O:12][CH3:13])[CH2:14][CH:15]([CH3:16])[CH3:17])[n:6][cH:7]1.[CH3:21][OH:22].[ClH:20].[Li+:19].[OH-:18]>>[Br:1][c:2]1[cH:3][n:4][c:5]([NH:8][CH:9]([C:10](=[O:11])[OH:12])[CH2:14][CH:15]([CH3:16])[CH3:17])[n:6][cH:7]1. Starting materials: N[C@H](C(=O)O)CC1=CC(=C(C(=C1)I)O)I ((S)-2-amino-3-(4-hydroxy-3,5-diiodophenyl)propanoic acid), C=O (formaldehyde), Cl (HCl). The solvent is COCCOC (1,2-dimethoxyethane). Run at temperature 72 celsius. The product is OC1=C(C=C2C[C@H](NCC2=C1I)C(=O)O)I ((S)-7-Hydroxy-6,8-diiodo-1,2,3,4-tetrahydroisoquinoline-3-carboxylic acid). The yield is 45.4%. As a reaction SMILES: [NH2:1][C@@H:2]([CH2:6][C:7]1[CH:12]=[C:11]([I:13])[C:10]([OH:14])=[C:9]([I:15])[CH:8]=1)[C:3]([OH:5])=[O:4].[CH2:16]=O.Cl>COCCOC>[OH:14][C:10]1[C:9]([I:15])=[C:8]2[C:7]([CH2:6][C@@H:2]([C:3]([OH:5])=[O:4])[NH:1][CH2:16]2)=[CH:12][C:11]=1[I:13]. Procedure: A thick-walled reaction flask with a screw top was charged sequentially with (S)-2-amino-3-(4-hydroxy-3,5-diiodophenyl)propanoic acid (Chem-Impex Int'l Inc., 5.0 g, 12 mmol), 1,2-dimethoxyethane (5.0 mL), formaldehyde (37% wt. in H2O, 4.5 mL, 60 mmol), and conc. HCl (60.2 mL, 1981 mmol). The resulting tan slurry was sealed with a screw top and heated to 72° C. slowly over 30 min and then maintained at 72° C. for 12 h. The resulting brown reaction slurry was then cooled to 0° C., filtered while c...